Dataset: the Open Reaction Database (ORD), a public repository of structured organic reaction records. Task: describe an organic reaction: reactants, conditions, products, and yield Run in O (water). Reactants: ClC=1N=CC2=C(N(CC(C(N2C)=O)(C)C)C2CCCC2)N1 (2-chloro-9-cyclopentyl-5,7,7-trimethyl-5,7,8,9-tetrahydro-pyrimido[4,5-b][1,4]diazepin-6-one), NC1=CC=C(C(=O)O)C=C1 (4-aminobenzoic acid), C(C)O (ethanol). Product: C1(CCCC1)N1C2=C(N(C(C(C1)(C)C)=O)C)C=NC(=N2)NC2=CC=C(C(=O)O)C=C2 (4-(9-cyclopentyl-5,7,7-trimethyl-6-oxo-6,7,8,9-tetrahydro-5H-pyrimido[4,5-b][1,4]diazepin-2-ylamino)-benzoic acid). Reported procedure: A mixture of 0.0406 g (0.00013 mole) of 2-chloro-9-cyclopentyl-5,7,7-trimethyl-5,7,8,9-tetrahydro-pyrimido[4,5-b][1,4]diazepin-6-one (VII-38), 0.0191 g (0.000138 mole) of 4-aminobenzoic acid, 0.7 mL of ethanol, 2.8 mL of water and 3 drops of hydrochloric acid was heated at reflux for 17 hours. The mixture was cooled and the white precipitate which formed was collected by filtration to give 0.0315 g of 4-(9-cyclopentyl-5,7,7-trimethyl-6-oxo-6,7,8,9-tetrahydro-5H-pyrimido[4,5-b][1,4]diazepin-2-yla... The yield is 59.2%. The reagents and catalysts are Cl (hydrochloric acid). RXN SMILES: Cl[C:2]1[N:3]=[CH:4][C:5]2[N:11]([CH3:12])[C:10](=[O:13])[C:9]([CH3:15])([CH3:14])[CH2:8][N:7]([CH:16]3[CH2:20][CH2:19][CH2:18][CH2:17]3)[C:6]=2[N:21]=1.[NH2:22][C:23]1[CH:31]=[CH:30][C:26]([C:27]([OH:29])=[O:28])=[CH:25][CH:24]=1.C(O)C>Cl.O>[CH:16]1([N:7]2[CH2:8][C:9]([CH3:15])([CH3:14])[C:10](=[O:13])[N:11]([CH3:12])[C:5]3[CH:4]=[N:3][C:2]([NH:22][C:23]4[CH:31]=[CH:30][C:26]([C:27]([OH:29])=[O:28])=[CH:25][CH:24]=4)=[N:21][C:6]2=3)[CH2:20][CH2:19][CH2:18][CH2:17]1. Reactants: C(C1=CC=CC=C1)N1C[C@@H]([C@H](C1)C)C(=O)N1C(OC[C@@H]1C1=CC=CC=C1)=O (1-Benzyl-4-(R)-methyl-3-(R)-[(4-(S)-phenyl-2-oxazolidinon-3-yl)carbonyl]pyrrolidine). Run in C1(CC1)N (cyclopropylamine). Run at time 23 hour. Product: C(C1=CC=CC=C1)N1C[C@@H]([C@H](C1)C)C(=O)NC1CC1 ((3R,4R)-1-benzyl-N-cyclopropyl-4-methyl-3-pyrrolidinecarboxamide). Yield: 49.1%. RXN SMILES: [CH2:1]([N:8]1[CH2:12][C@H:11]([CH3:13])[C@@H:10]([C:14]([N:16]2[C@@H:20]([C:21]3[CH:26]=CC=CC=3)COC2=O)=[O:15])[CH2:9]1)[C:2]1[CH:7]=[CH:6][CH:5]=[CH:4][CH:3]=1>C1(N)CC1>[CH2:1]([N:8]1[CH2:12][C@H:11]([CH3:13])[C@@H:10]([C:14]([NH:16][CH:20]2[CH2:21][CH2:26]2)=[O:15])[CH2:9]1)[C:2]1[CH:3]=[CH:4][CH:5]=[CH:6][CH:7]=1. Procedure details: 1-Benzyl-4-(R)-methyl-3-(R)-[(4-(S)-phenyl-2-oxazolidinon-3-yl)carbonyl]pyrrolidine (150 g) was dissolved in cyclopropylamine (650 mL). The mixture was stirred at room temperature for 23 hours and was concentrated under reduced pressure. Diisopropyl ether (800 mL) was added to the residue and the solution was stirred at room temperature for 70 min. The resulting crystals were filtered. The collected crystals were then dissolved in dichloromethane (800 ml) and the solution was extracted with 1 mo... Reactants: CCOC(=O)CBr, O=C([O-])[O-], CN(C)C=O, CCOC(C)=O, [K+], [K+], CN(c1cc(O)cc2cc(C3=NCC(CN4CCSCC4)S3)[nH]c12)S(=O)(=O)c1ccccn1. Yields the product CCOC(=O)COc1cc(N(C)S(=O)(=O)c2ccccn2)c2[nH]c(C3=NCC(CN4CCSCC4)S3)cc2c1. RXN SMILES: [Br:40][CH2:41][C:42](=[O:43])[O:44][CH2:45][CH3:46].[C:34](=[O:35])([O-:36])[O-:37].[CH3:47][N:48]([CH3:49])[CH:50]=[O:51].[CH3:52][CH2:53][O:54][C:55](=[O:56])[CH3:57].[K+:38].[K+:39].[OH:1][c:2]1[cH:3][c:4]2[cH:5][c:6]([C:22]3=[N:26][CH2:25][CH:24]([CH2:27][N:28]4[CH2:29][CH2:30][S:31][CH2:32][CH2:33]4)[S:23]3)[nH:7][c:8]2[c:9]([N:11]([S:12](=[O:13])(=[O:14])[c:15]2[n:16][cH:17][cH:18][cH:19][cH:20]2)[CH3:21])[cH:10]1>>[O:1]([c:2]1[cH:3][c:4]2[cH:5][c:6]([C:22]3=[N:26][CH2:25][CH:24]([CH2:27][N:28]4[CH2:29][CH2:30][S:31][CH2:32][CH2:33]4)[S:23]3)[nH:7][c:8]2[c:9]([N:11]([S:12](=[O:13])(=[O:14])[c:15]2[n:16][cH:17][cH:18][cH:19][cH:20]2)[CH3:21])[cH:10]1)[CH2:41][C:42](=[O:43])[O:44][CH2:45][CH3:46]. Reactants: CCO, [Cl-], CC(=O)c1ccc([N+](=O)[O-])cc1, [NH4+], O. Product: CC(=O)c1ccc(N)cc1. RXN SMILES: [CH3:15][CH2:16][OH:17].[Cl-:13].[N+:1]([O-:2])(=[O:3])[c:4]1[cH:5][cH:6][c:7]([C:10]([CH3:11])=[O:12])[cH:8][cH:9]1.[NH4+:14].[OH2:18]>>[NH2:1][c:4]1[cH:5][cH:6][c:7]([C:10]([CH3:11])=[O:12])[cH:8][cH:9]1.